Dataset: the Open Reaction Database (ORD), a public repository of structured organic reaction records. Task: describe an organic reaction: reactants, conditions, products, and yield The reactants are C(C)(=O)O[C@H]1[C@H](OC(C)=O)[C@H](OC(C)=O)[C@H](O1)COC(C)=O (1,2,3,5-tetra-O-acetyl-β-D-ribofuranose), [Si](C)(C)(C)OS(=O)(=O)C(F)(F)F (TMSOTf), ClC=1NC2=C(N1)C=C(C(=C2)F)F (2-Chloro-5,6-difluorobenzimidazole). The solvent is C(Cl)(Cl)Cl (CHCl3), C(CCl)Cl (ClCH2CH2Cl). Conditions: temperature 75 celsius, time 30 minute. Product: ClC1=NC2=C(N1[C@H]1[C@H](OC(C)=O)[C@H](OC(C)=O)[C@H](O1)COC(C)=O)C=C(C(=C2)F)F (2-Chloro-5,6-difluoro-1-(2,3,5-tri-O-acetyl-β-D-ribofuranosyl)benzimidazole). Reaction SMILES: [Cl:1][C:2]1[NH:3][C:4]2[CH:10]=[C:9]([F:11])[C:8]([F:12])=[CH:7][C:5]=2[N:6]=1.C(O[C@@H:17]1[O:29][C@H:28]([CH2:30][O:31][C:32](=[O:34])[CH3:33])[C@@H:23]([O:24][C:25](=[O:27])[CH3:26])[C@H:18]1[O:19][C:20](=[O:22])[CH3:21])(=O)C.[Si](OS(C(F)(F)F)(=O)=O)(C)(C)C>C(Cl)CCl.C(Cl)(Cl)Cl>[Cl:1][C:2]1[N:3]([C@@H:17]2[O:29][C@H:28]([CH2:30][O:31][C:32](=[O:34])[CH3:33])[C@@H:23]([O:24][C:25](=[O:27])[CH3:26])[C@H:18]2[O:19][C:20](=[O:22])[CH3:21])[C:4]2[CH:10]=[C:9]([F:11])[C:8]([F:12])=[CH:7][C:5]=2[N:6]=1. Reported procedure: To a suspension of 0.943 g (5 mmole) of 12 in 25 mL of ClCH2CH2Cl, was added 1.25 mL (5 mmole) of BSA at 75° C. The reaction mixture was stirred at 75° C. for 30 min. To this solution, was added 1.75 g (5.5 mmole) of 1,2,3,5-tetra-O-acetyl-β-D-ribofuranose and 1.07 mL (5.5 mmole) of TMSOTf. Stirring was continued at 75° C. for 30 min. The reaction mixture was cooled to room temperature, diluted with 100 mL of CHCl3, and extracted with sat. NaHCO3 solution (100 mL×2) and sat. NaCl solution (100 m...